This data is from the Open Reaction Database (ORD), a public repository of structured organic reaction records. The task is: describe an organic reaction: reactants, conditions, products, and yield Starting materials: C(C)C(=O)CC (diethyl ketone), C(C)(=O)O[BH-](OC(C)=O)OC(C)=O.[Na+] (sodium triacetoxyborohydride), C(C)(=O)O[BH-](OC(C)=O)OC(C)=O.[Na+] (Sodium triacetoxyborohydride), C(C)(=O)O (acetic acid), NCCC1=NC(=C2N=CN(C2=N1)[C@@H]1O[C@@H]([C@H]([C@H]1O[Si](C)(C)C(C)(C)C)O[Si](C)(C)C(C)(C)C)COC)NCC(C1=CC=CC=C1)C1=CC=CC=C1 (N-{2-(2-aminoethyl)-9-[(2R,3R,4R,5R)-3,4-bis{[tert-butyl(dimethyl)silyl]oxy}-5-(methoxymethyl)tetrahydro-2-furanyl]-9H-purin-6-yl}-N-(2,2-diphenylethyl)amine), C(C)C(=O)CC (diethyl ketone). The solvent is C(C)(=O)OCC (ethyl acetate), ClCCl (dichloromethane). Reaction conditions: time 8 hour. Yields the product [Si](C)(C)(C(C)(C)C)O[C@H]1[C@@H](O[C@@H]([C@H]1O[Si](C)(C)C(C)(C)C)COC)N1C2=NC(=NC(=C2N=C1)NCC(C1=CC=CC=C1)C1=CC=CC=C1)CCNC(CC)CC (N-(2-{9-[(2R,3R,4R,5R)-3,4-bis{[tert-butyl(dimethyl)silyl]oxy}-5-(methoxymethyl)tetrahydro-2-furanyl]-6-[(2,2-diphenylethyl)amino]-9H-purin-2-yl}ethyl)-N-(1-ethylpropyl)amine). The yield is 91.5%. As a reaction SMILES: C(O[BH-](OC(=O)C)OC(=O)C)(=O)C.[Na+].C(O)(=O)C.[NH2:19][CH2:20][CH2:21][C:22]1[N:30]=[C:29]2[C:25]([N:26]=[CH:27][N:28]2[C@H:31]2[C@H:35]([O:36][Si:37]([C:40]([CH3:43])([CH3:42])[CH3:41])([CH3:39])[CH3:38])[C@H:34]([O:44][Si:45]([C:48]([CH3:51])([CH3:50])[CH3:49])([CH3:47])[CH3:46])[C@@H:33]([CH2:52][O:53][CH3:54])[O:32]2)=[C:24]([NH:55][CH2:56][CH:57]([C:64]2[CH:69]=[CH:68][CH:67]=[CH:66][CH:65]=2)[C:58]2[CH:63]=[CH:62][CH:61]=[CH:60][CH:59]=2)[N:23]=1.[CH2:70]([C:72]([CH2:74][CH3:75])=O)[CH3:71]>ClCCl.C(OCC)(=O)C>[Si:37]([O:36][C@@H:35]1[C@H:34]([O:44][Si:45]([C:48]([CH3:49])([CH3:50])[CH3:51])([CH3:47])[CH3:46])[C@@H:33]([CH2:52][O:53][CH3:54])[O:32][C@H:31]1[N:28]1[CH:27]=[N:26][C:25]2[C:29]1=[N:30][C:22]([CH2:21][CH2:20][NH:19][CH:72]([CH2:74][CH3:75])[CH2:70][CH3:71])=[N:23][C:24]=2[NH:55][CH2:56][CH:57]([C:58]1[CH:63]=[CH:62][CH:61]=[CH:60][CH:59]=1)[C:64]1[CH:65]=[CH:66][CH:67]=[CH:68][CH:69]=1)([C:40]([CH3:41])([CH3:42])[CH3:43])([CH3:39])[CH3:38] |f:0.1|. Procedure details: Sodium triacetoxyborohydride (105 mg, 0.51 mmol) and glacial acetic acid (24 mg, 0.40 mmol) were added to a stirred solution of N-{2-(2-aminoethyl)-9-[(2R,3R,4R,5R)-3,4-bis{[tert-butyl(dimethyl)silyl]oxy}-5-(methoxymethyl)tetrahydro-2-furanyl]-9H-purin-6-yl}-N-(2,2-diphenylethyl)amine (250 mg, 0.34 mmol) (preparation 18) and diethyl ketone (58 mg, 0.68 mmol) in dichloromethane (15 ml) and the resulting mixture stirred under an atmosphere of nitrogen gas at room temperature overnight. Additional ... Starting materials: BrBr (bromine), Br (hydrobromic acid), BrBr (bromine), O(C1=CC=CC=C1)C1=CC=C(C=C1)C1C(NC(NC1=O)=O)=O (5-(4′-phenoxyphenyl)barbituric Acid). Solvent: O (water). Run at temperature 0 celsius, time 2 hour. The product is BrC1(C(NC(NC1=O)=O)=O)C1=CC=C(C=C1)OC1=CC=CC=C1 (5-Bromo-5-(4′-phenoxyphenyl)barbituric Acid). RXN SMILES: [O:1]([C:8]1[CH:13]=[CH:12][C:11]([CH:14]2[C:19](=[O:20])[NH:18][C:17](=[O:21])[NH:16][C:15]2=[O:22])=[CH:10][CH:9]=1)[C:2]1[CH:7]=[CH:6][CH:5]=[CH:4][CH:3]=1.[BrH:23].BrBr>O>[Br:23][C:14]1([C:11]2[CH:10]=[CH:9][C:8]([O:1][C:2]3[CH:7]=[CH:6][CH:5]=[CH:4][CH:3]=3)=[CH:13][CH:12]=2)[C:15](=[O:22])[NH:16][C:17](=[O:21])[NH:18][C:19]1=[O:20]. Procedure details: To a suspension of 5-(4′-phenoxyphenyl)barbituric Acid (48 mg) in 0.23 ml of water, cooled at 0° C. and under stirring, are added 23 ml of 48% hydrobromic acid and successively 9 μl of bromine. After 2 hours at room temperature additional 9 μl of bromine are added and stirring is continued for 2 hours. The suspended solid is then filtered and washed with water, to give, after drying under vacuum at 60° C., 57 mg of the product, m.p. 125-127° C. Reactants: C(C)B(C=1C=NC=CC1)CC (diethyl(3-pyridyl)borane), COC(C1=CC(=CC=C1)I)=O (methyl-3-iodobenzoate), P(=O)([O-])([O-])[O-].[K+].[K+].[K+] (potassium phosphate). Reagents/catalysts: [Pd] (palladium (0)). The solvent is O (water), CN(C)C=O (DMF). Reaction conditions: time 10 hour. Product: COC(C1=CC(=CC=C1)C=1C=NC=CC1)=O (methyl-3-(pyridin-3-yl)benzoate). Yield: 68.1%. Reaction SMILES: C(B(CC)[C:4]1[CH:5]=[N:6][CH:7]=[CH:8][CH:9]=1)C.[CH3:12][O:13][C:14](=[O:22])[C:15]1[CH:20]=[CH:19][CH:18]=[C:17](I)[CH:16]=1.P([O-])([O-])([O-])=O.[K+].[K+].[K+]>CN(C=O)C.O.[Pd]>[CH3:12][O:13][C:14](=[O:22])[C:15]1[CH:20]=[CH:19][CH:18]=[C:17]([C:4]2[CH:5]=[N:6][CH:7]=[CH:8][CH:9]=2)[CH:16]=1 |f:2.3.4.5|. Procedure: A mixture of diethyl(3-pyridyl)borane (176.4 g, 1.2mole), methyl-3-iodobenzoate(262 g, 1 mole), potassium phosphate (318.4 g, 1.5 mole) and tetrakistriphenlyphosphine palladium (0) (57.8 g, 0.05 mole) in DMF (1000 ml) was heated at 80 degrees under argon. After 10 h, the mixture was diluted with water and extracted with ethyl acetate. The organic layer was filtered and washed with water. To the organic fraction was added concentrated HCL (65 ml). The organic layer was separated and extracted wit... Reactants: O(C1=CC=CC=C1)NC(C=CSC1=CC=CC=C1)=O (N-phenoxy-3-(phenylthio)acrylamide), P(Cl)(Cl)(Cl)(Cl)Cl (phosphorus pentachloride). The solvent is C1(=CC=CC=C1)C (toluene). Run at time 2.5 hour. Yields the product O(C1=CC=CC=C1)N=C(C=CSC1=CC=CC=C1)SC1=CC=CC=C1 (phenyl N-(phenoxy)-3-(phenylthio)thioacrylimidate). The yield is 41.8%. Reaction SMILES: [O:1]([NH:8][C:9](=O)[CH:10]=[CH:11][S:12][C:13]1[CH:18]=[CH:17][CH:16]=[CH:15][CH:14]=1)[C:2]1[CH:7]=[CH:6][CH:5]=[CH:4][CH:3]=1.P(Cl)(Cl)(Cl)(Cl)Cl>C1(C)C=CC=CC=1>[O:1]([N:8]=[C:9]([S:12][C:13]1[CH:18]=[CH:17][CH:16]=[CH:15][CH:14]=1)[CH:10]=[CH:11][S:12][C:13]1[CH:18]=[CH:17][CH:16]=[CH:15][CH:14]=1)[C:2]1[CH:7]=[CH:6][CH:5]=[CH:4][CH:3]=1. Procedure: N-phenoxy-3-(phenylthio)acrylamide (0.50 g) was suspended to toluene (5 ml), then phosphorus pentachloride (0.42 g) was added thereto under ice-cooling and stirred at same temperature for 2.5 hours. The reaction mixture was concentrated under reduced pressure. The residue was dissolved to ethanol (15 ml). Sodium salt of thiophenol (0.73 g) was added to the solution under ice-cooling and heat refluxing for 2.5 hours. t-Butyl methyl ether (100 ml) was added to the reaction mixture, washed successi... Starting materials: ClC1=CC=C(CN2C(=NC3=C2C=C(C(=C3)F)N3CCNCC3)COC3=CC=CC=C3)C=C1 (1-(4-chloro-benzyl)-5-fluoro-2-phenoxymethyl-6-piperazin-1-yl-1H-benzoimidazole), TEA, C(C)(=O)Cl (acetylchloride). Run in ClCCl (dichloromethane), ClCCl (dichloromethane). Conditions: time 1.5 hour. The product is ClC1=CC=C(CN2C(=NC3=C2C=C(C(=C3)F)N3CCN(CC3)C(C)=O)COC3=CC=CC=C3)C=C1 (1-{4-[3-(4-chloro-benzyl)-6-fluoro-2-phenoxymethyl-3H-benzoimidazol-5-yl]-piperazin-1-yl}-ethanone). As a reaction SMILES: [Cl:1][C:2]1[CH:32]=[CH:31][C:5]([CH2:6][N:7]2[C:11]3[CH:12]=[C:13]([N:17]4[CH2:22][CH2:21][NH:20][CH2:19][CH2:18]4)[C:14]([F:16])=[CH:15][C:10]=3[N:9]=[C:8]2[CH2:23][O:24][C:25]2[CH:30]=[CH:29][CH:28]=[CH:27][CH:26]=2)=[CH:4][CH:3]=1.[C:33](Cl)(=[O:35])[CH3:34]>ClCCl>[Cl:1][C:2]1[CH:32]=[CH:31][C:5]([CH2:6][N:7]2[C:11]3[CH:12]=[C:13]([N:17]4[CH2:22][CH2:21][N:20]([C:33](=[O:35])[CH3:34])[CH2:19][CH2:18]4)[C:14]([F:16])=[CH:15][C:10]=3[N:9]=[C:8]2[CH2:23][O:24][C:25]2[CH:30]=[CH:29][CH:28]=[CH:27][CH:26]=2)=[CH:4][CH:3]=1. Procedure details: 72 mg of 1-(4-chloro-benzyl)-5-fluoro-2-phenoxymethyl-6-piperazin-1-yl-1H-benzoimidazole (0.16 mmol) and 0.033 ml TEA (0.24 mmol) were dissolved in 1.5 ml dichloromethane and treated with 0.0145 ml acetylchloride (0.2 mmol). After 1.5 h stirring at rt, the reaction mixture was diluted with dichloromethane, washed with water, saturated sodium bicarbonate and brine, dried with magnesium sulfate, filtered and concentrated in vacuo, leading to 68 mg of an off-white solid (84%). MS (ISP) 493.3 (M+H)+... Reactants: C(C)OC(C1=C(N=CC=C1)Cl)=O (2-Chloro-nicotinic acid ethyl ester), O1COC2=C1C=CC(=C2)O (benzo[1,3]dioxol-5-ol), C([O-])([O-])=O.[Cs+].[Cs+] (cesium carbonate). Run in O1CCOCC1 (dioxane), [OH-].[Li+] (lithium hydroxide), O (water). The product is O1COC2=C1C=CC(=C2)OC2=C(C(=O)O)C=CC=N2 (2-(Benzo-[1,3]dioxol-5-yloxy)-nicotinic acid). RXN SMILES: C([O:3][C:4](=[O:12])[C:5]1[CH:10]=[CH:9][CH:8]=[N:7][C:6]=1Cl)C.[O:13]1[C:17]2[CH:18]=[CH:19][C:20]([OH:22])=[CH:21][C:16]=2[O:15][CH2:14]1.C(=O)([O-])[O-].[Cs+].[Cs+]>O1CCOCC1.[OH-].[Li+].O>[O:13]1[C:17]2[CH:18]=[CH:19][C:20]([O:22][C:6]3[N:7]=[CH:8][CH:9]=[CH:10][C:5]=3[C:4]([OH:3])=[O:12])=[CH:21][C:16]=2[O:15][CH2:14]1 |f:2.3.4,6.7|. Reported procedure: 2-Chloro-nicotinic acid ethyl ester (10 g), benzo[1,3]dioxol-5-ol (sesamol, 8.2 g), and cesium carbonate (21 g) were mixed in anhydrous dioxane (40 mL) and the resulting slurry heated to reflux for 16 h. In a separate flask, lithium hydroxide (12.9 g) was dissolved in water (80 mL) with warming and then added to the refluxing mixture, which was heated for an additional 4 h. The mixture was cooled to ambient temperature and concentrated in vacuo to remove the dioxane. Concentrated hydrochloric ac... Reactants: [Li+].CC(C)[N-]C(C)C (LDA), O1C(CCCC1)OCCC=1N=C(SC1)NC(OC(C)(C)C)=O (tert-butyl 4-(2-(tetrahydro-2H-pyran-2-yloxy)ethyl)thiazol-2-ylcarbamate), CC(=O)C (acetone), C(C)(C)NC(C)C (diisopropylamine), C(CCC)[Li] (butyllithium). Solvent: C1CCOC1 (THF), C1CCOC1 (THF). Run at time 30 minute. Yields the product OC(C)(C)C1=C(N=C(S1)NC(OC(C)(C)C)=O)CCOC1OCCCC1 (tert-butyl 5-(2-hydroxypropan-2-yl)-4-(2-(tetrahydro-2H-pyran-2-yloxy)ethyl)thiazol-2-ylcarbamate). The yield is 53.1%. As a reaction SMILES: C(NC(C)C)(C)C.C([Li])CCC.[Li+].CC([N-]C(C)C)C.[O:21]1[CH2:26][CH2:25][CH2:24][CH2:23][CH:22]1[O:27][CH2:28][CH2:29][C:30]1[N:31]=[C:32]([NH:35][C:36](=[O:42])[O:37][C:38]([CH3:41])([CH3:40])[CH3:39])[S:33][CH:34]=1.[CH3:43][C:44]([CH3:46])=[O:45]>C1COCC1>[OH:45][C:44]([C:34]1[S:33][C:32]([NH:35][C:36](=[O:42])[O:37][C:38]([CH3:39])([CH3:41])[CH3:40])=[N:31][C:30]=1[CH2:29][CH2:28][O:27][CH:22]1[CH2:23][CH2:24][CH2:25][CH2:26][O:21]1)([CH3:46])[CH3:43] |f:2.3|. Procedure details: To a solution of diisopropylamine (9.5 mL, 67.2 mmol) in THF (100 ml) was added butyllithium (42 mL, 1.6M in hexanes, 67.2 mmol) drop wise at −78° C. and stirred for 30 min. Thus obtained LDA solution was immediately added by cannulation to a solution of Example 89C (7.36 g, 22.4 mmol) in THF (100 ml) at −78° C. and stirred for 30 min at the same temperature. Then, dry acetone (8.2 ml, 112 mmol, Acros) was added slowly and the reaction mixture was removed from cold bath and allowed to reach room... The reactants are BrC1=CC(=C(C=C1)F)[N+](=O)[O-] (4-bromo-1-fluoro-2-nitro-benzene), C1(=CC(=CC=C1)N)N (benzene-1,3-diamine), CCN(C(C)C)C(C)C (DIPEA). The solvent is CN1CCCC1=O (NMP). Run at temperature 120 celsius. Product: BrC1=CC(=C(C=C1)NC1=CC(=CC=C1)N)[N+](=O)[O-] (N-(4-Bromo-2-nitro-phenyl)-benzene-1,3-diamine). The yield is 63.2%. Reaction SMILES: [Br:1][C:2]1[CH:7]=[CH:6][C:5](F)=[C:4]([N+:9]([O-:11])=[O:10])[CH:3]=1.[C:12]1([NH2:19])[CH:17]=[CH:16][CH:15]=[C:14]([NH2:18])[CH:13]=1.CCN(C(C)C)C(C)C>CN1C(=O)CCC1>[Br:1][C:2]1[CH:7]=[CH:6][C:5]([NH:18][C:14]2[CH:15]=[CH:16][CH:17]=[C:12]([NH2:19])[CH:13]=2)=[C:4]([N+:9]([O-:11])=[O:10])[CH:3]=1. Reported procedure: A mixture of 4-bromo-1-fluoro-2-nitro-benzene (1.14 ml, 9.25 mmol), benzene-1,3-diamine (1.96 g, 18.1 mmol) and DIPEA (1.93 ml, 11.1 mmol) in dry NMP (5 ml) was deoxygenated by evacuate/fill N2 (×3), then stirred and heated at 120° C. under N2 for 18 hours. After cooling to RT the mixture was partitioned between EtOAc and 0.5N HCl. The organic layer was washed with H2O (×1), brine (×1) then dried (MgSO4), filtered and evaporated. The residue was purified by chromatography on silica (10→40% EtOAc... Reactants: C(OCI)(OCCC)=O (iodomethyl 2-(methyl)ethyl carbonate), [Na].FC1=C(C=CC(=C1)F)CNC(=O)C=1C(C(=C2N(C[C@@H]3N(C2=O)C[C@@H]2N3CCC2)C1)O)=O ((4aS,13aR)-N-[(2,4-difluorophenyl)methyl]-10-hydroxy-9,11-dioxo-2,3,4a,5,9,11,13,13a-octahydro-1H-pyrido[1,2-a]pyrrolo[1′,2′:3,4]imidazo[1,2-d]pyrazine-8-carboxamide sodium salt), C([O-])([O-])=O.[K+].[K+] (potassium carbonate). Reagents/catalysts: S(=O)(=O)(O)[O-].C(CCC)[N+](CCCC)(CCCC)CCCC (tetrabutylammonium hydrogen sulfate). Product: C(OCOC=1C(C(=CN2C1C(N1[C@@H](C2)N2[C@@H](C1)CCC2)=O)C(=O)NCC2=C(C=C(C=C2)F)F)=O)(OCCC)=O ({[(4aS,13aR)-8-({[(2,4-Difluorophenyl)methyl]amino}carbonyl)-9,11-dioxo-2,3,4a,5,9,11,13,13a-octahydro-1H-pyrido[1,2-a]pyrrolo[1′,2′:3,4]imidazo[1,2-d]pyrazin-10-yl]oxy}methyl 2-(methyl)ethyl carbonate). RXN SMILES: [C:1](=[O:9])([O:5][CH2:6][CH2:7][CH3:8])[O:2][CH2:3]I.[Na].[F:11][C:12]1[CH:17]=[C:16]([F:18])[CH:15]=[CH:14][C:13]=1[CH2:19][NH:20][C:21]([C:23]1[C:24](=[O:41])[C:25]([OH:40])=[C:26]2[C:31](=[O:32])[N:30]3[CH2:33][C@H:34]4[CH2:38][CH2:37][CH2:36][N:35]4[C@@H:29]3[CH2:28][N:27]2[CH:39]=1)=[O:22].C(=O)([O-])[O-].[K+].[K+]>S([O-])(O)(=O)=O.C([N+](CCCC)(CCCC)CCCC)CCC>[C:1](=[O:9])([O:5][CH2:6][CH2:7][CH3:8])[O:2][CH2:3][O:40][C:25]1[C:24](=[O:41])[C:23]([C:21]([NH:20][CH2:19][C:13]2[CH:14]=[CH:15][C:16]([F:18])=[CH:17][C:12]=2[F:11])=[O:22])=[CH:39][N:27]2[CH2:28][C@H:29]3[N:35]4[CH2:36][CH2:37][CH2:38][C@@H:34]4[CH2:33][N:30]3[C:31](=[O:32])[C:26]=12 |f:1.2,3.4.5,6.7,^1:9|. Procedure: The title compound was prepared from iodomethyl 2-(methyl)ethyl carbonate (92 mg, 0.354 mmol), (4aS,13aR)-N-[(2,4-difluorophenyl)methyl]-10-hydroxy-9,11-dioxo-2,3,4a,5,9,11,13,13a-octahydro-1H-pyrido[1,2-a]pyrrolo[1′,2′:3,4]imidazo[1,2-d]pyrazine-8-carboxamide sodium salt (80 mg, 0.177 mmol), potassium carbonate (73 mg, 0.531 mmol), and tetrabutylammonium hydrogen sulfate (60 mg, 0.177 mmol), using a similar process to that described in example 1. 1H NMR (CDCl3) δ 10.23 (m, 1 H), 8.39 (s, 1 H), ... Starting materials: ClC1=NC(=NC=C1OC1=C(C=C(C(=C1)C)OC)C(C)C)N (4-chloro-5-(2-isopropyl-4-methoxy-5-methyl-phenoxy)-pyrimidin-2-ylamine), NC1=CC=CC=C1 (aniline), C(Cl)Cl (Methylene chloride). Run at temperature 100 celsius. Product: C(C)(C)C1=C(OC=2C(=NC(=NC2)N)NC2=CC=CC=C2)C=C(C(=C1)OC)C (5-(2-Isopropyl-4-methoxy-5-methyl-phenoxy)-N4-phenyl-pyrimidine-2,4-diamine). As a reaction SMILES: Cl[C:2]1[C:7]([O:8][C:9]2[CH:14]=[C:13]([CH3:15])[C:12]([O:16][CH3:17])=[CH:11][C:10]=2[CH:18]([CH3:20])[CH3:19])=[CH:6][N:5]=[C:4]([NH2:21])[N:3]=1.C(Cl)Cl.[NH2:25][C:26]1[CH:31]=[CH:30][CH:29]=[CH:28][CH:27]=1>>[CH:18]([C:10]1[CH:11]=[C:12]([O:16][CH3:17])[C:13]([CH3:15])=[CH:14][C:9]=1[O:8][C:7]1[C:2]([NH:25][C:26]2[CH:31]=[CH:30][CH:29]=[CH:28][CH:27]=2)=[N:3][C:4]([NH2:21])=[N:5][CH:6]=1)([CH3:20])[CH3:19]. Reported procedure: A suspension of 4-chloro-5-(2-isopropyl-4-methoxy-5-methyl-phenoxy)-pyrimidin-2-ylamine (0.043 g, 0.14 mmol) in aniline (4 ml) was placed in a sealed tube and heated at 100° C. over night. Methylene chloride was added and insoluble solid was removed by filtration through celite. The combined methylene chloride filtrate was washed with water and dried over anhydrous sodium sulfate. After removal of the drying agent, the organic phase was concentrated under reduced pressure. The residue was purifi...